The task is: describe an organic reaction: reactants, conditions, products, and yield. This data is from the Open Reaction Database (ORD), a public repository of structured organic reaction records. Product: C(C)(=O)NC1CC(CC1)C1=CC(=C(C(=O)O)C=C1F)F (4-[3-(Acetylamino)cyclopentyl]-2,5-difluorobenzoic acid). Procedure details: A solution of 24.1 g (0.1 mol) of 4-[3(amino)cyclopentyl]-2,5-difluorobenzoic acid in a mixture of 50 ml of acetic anhydride and 100 ml of acetic acid was heated at reflux for 6 hours. The solvent was removed in vacuo and the residue triturated with water. The solid was removed by filtration, washed with water, and dried in vacuo to give 25.3 g of the title compound. Starting materials: NC1CC(CC1)C1=CC(=C(C(=O)O)C=C1F)F (4-[3(amino)cyclopentyl]-2,5-difluorobenzoic acid), C(C)(=O)OC(C)=O (acetic anhydride). As a reaction SMILES: [NH2:1][CH:2]1[CH2:6][CH2:5][CH:4]([C:7]2[C:15]([F:16])=[CH:14][C:10]([C:11]([OH:13])=[O:12])=[C:9]([F:17])[CH:8]=2)[CH2:3]1.[C:18](OC(=O)C)(=[O:20])[CH3:19]>C(O)(=O)C>[C:18]([NH:1][CH:2]1[CH2:6][CH2:5][CH:4]([C:7]2[C:15]([F:16])=[CH:14][C:10]([C:11]([OH:13])=[O:12])=[C:9]([F:17])[CH:8]=2)[CH2:3]1)(=[O:20])[CH3:19]. The solvent is C(C)(=O)O (acetic acid). Reactants: OCN1C(CN(CC1=O)CCN1CC(N(C(C1)=O)CO)=O)=O (1,2-bis(4-hydroxymethyl-3,5-dioxopiperazin-1-yl)ethane), C(C1=CC=2OCOC2C=C1)(=O)Cl (piperonyloyl chloride), C(Cl)(Cl)Cl (chloroform). Solvent: N1=CC=CC=C1 (pyridine), N1=CC=CC=C1 (pyridine). Reaction conditions: time 20 hour. Product: C1OC=2C=C(C(=O)OCN3C(CN(CC3=O)CCN3CC(N(C(C3)=O)COC(C3=CC4=C(C=C3)OCO4)=O)=O)=O)C=CC2O1 (1,2-Bis[4-(3,4-methylenedioxybenzoyloxymethyl)-3,5-dioxopiperazin-1-yl]ethane). Yield: 67.7%. RXN SMILES: [OH:1][CH2:2][N:3]1[C:8](=[O:9])[CH2:7][N:6]([CH2:10][CH2:11][N:12]2[CH2:17][C:16](=[O:18])[N:15]([CH2:19][OH:20])[C:14](=[O:21])[CH2:13]2)[CH2:5][C:4]1=[O:22].[C:23](Cl)(=[O:33])[C:24]1[CH:32]=[CH:31][C:30]2[O:29][CH2:28][O:27][C:26]=2[CH:25]=1.C(Cl)(Cl)Cl>N1C=CC=CC=1>[CH2:28]1[O:29][C:30]2[CH:31]=[CH:32][C:24]([C:23]([O:20][CH2:19][N:15]3[C:14](=[O:21])[CH2:13][N:12]([CH2:11][CH2:10][N:6]4[CH2:7][C:8](=[O:9])[N:3]([CH2:2][O:1][C:23](=[O:33])[C:24]5[CH:32]=[CH:31][C:30]6[O:29][CH2:28][O:27][C:26]=6[CH:25]=5)[C:4](=[O:22])[CH2:5]4)[CH2:17][C:16]3=[O:18])=[O:33])=[CH:25][C:26]=2[O:27]1. Reported procedure: To a mixture of 1,2-bis(4-hydroxymethyl-3,5-dioxopiperazin-1-yl)ethane (0.94 g, 3.0 m mol) and pyridine (10 ml), piperonyloyl chloride (1.00 g, 6.0 m mol) dissolved in pyridine (10 ml) was added, and then the mixture was stirred for 20 hours at room temperature. To the reaction mixture, chloroform (250 ml) was added and the solution was washed with 10% sulfuric acid solution and successively with water, further was washed with aqueous sodium bicarbonate solution and successively with water. Then... Starting materials: BrC1=NC(=CC(=C1C#N)N)N (2-bromo-3-cyano-4,6-diaminopyridine), CC(=O)[O-].[K+] (KOAc). The reagents and catalysts are [Pd] (Pd/C). The solvent is CO (MeOH), O1CCCC1 (THF). Yields the product C(#N)C=1C=NC(=CC1N)N (3-cyano-4,6-diaminopyridine). Isolated yield 69.1%. Reaction SMILES: Br[C:2]1[C:7]([C:8]#[N:9])=[C:6]([NH2:10])[CH:5]=[C:4]([NH2:11])[N:3]=1.CC([O-])=O.[K+]>O1CCCC1.CO.[Pd]>[C:8]([C:7]1[CH:2]=[N:3][C:4]([NH2:11])=[CH:5][C:6]=1[NH2:10])#[N:9] |f:1.2|. Reported procedure: A solution of (II) (15.1 g, 0.071 mol), KOAc (7.0 g, 0.071 mol) and 5% Pd/C (4 g) in THF (tetrahydrofuran) (130 mL) and MeOH (methanol) (70 mL) was hydrogenated (55 psi/20° C.) for 7 days. The resulting solution was filtered over Celite, washing with THF/MeOH, then the solvents were removed under reduced pressure. The residue was dissolved in dilute HCl, then the solution neutralised with 40% NaOH and excess Na2CO3 to give 3-cyano-4,6-diaminopyridine (III) (6.58 g, 69%): mp (water) 197-198° C. [...